Dataset: the Open Reaction Database (ORD), a public repository of structured organic reaction records. Task: describe an organic reaction: reactants, conditions, products, and yield Yields the product COc1ccc(C2=NOC(CCC=O)C2)cc1OC. Reaction SMILES: [CH2:36]([Cl:37])[Cl:38].[CH3:12][O:13][c:14]1[cH:15][c:16]([C:22]2=[N:23][O:24][CH:25]([CH2:27][CH2:28][CH2:29][OH:30])[CH2:26]2)[cH:17][cH:18][c:19]1[O:20][CH3:21].[CH3:31][CH2:32][O:33][CH2:34][CH3:35].[O:1]=[Cr:2]([Cl:3])([O-:4])=[O:5].[nH+:6]1[cH:7][cH:8][cH:9][cH:10][cH:11]1>>[CH3:12][O:13][c:14]1[cH:15][c:16]([C:22]2=[N:23][O:24][CH:25]([CH2:27][CH2:28][CH:29]=[O:30])[CH2:26]2)[cH:17][cH:18][c:19]1[O:20][CH3:21]. Starting materials: ClCCl, COc1ccc(C2=NOC(CCCO)C2)cc1OC, CCOCC, O=[Cr](=O)([O-])Cl, c1cc[nH+]cc1. Starting materials: OC(=O)C(F)(F)F.FC1=CC=C(C=C1)C=1N=C(SC1)C1CNCCC1 (4-(4-fluorophenyl)-2-(piperidin-3-yl)thiazole TFA salt), FC(C1=NC(=NO1)C=1C=C(C(=O)O)C=CC1)(F)F (3-(5-(trifluoromethyl)-1,2,4-oxadiazol-3-yl)benzoic acid). Product: FC1=CC=C(C=C1)C=1N=C(SC1)C1CN(CCC1)C(=O)C1=CC(=CC=C1)C1=NOC(=N1)C(F)(F)F ((3-(4-(4-Fluorophenyl)thiazol-2-yl)piperidin-1-yl)(3-(5-(trifluoromethyl)-1,2,4-oxadiazol-3-yl)phenyl)methanone). Yield: 28.0%. Reaction SMILES: OC(C(F)(F)F)=O.[F:8][C:9]1[CH:14]=[CH:13][C:12]([C:15]2[N:16]=[C:17]([CH:20]3[CH2:25][CH2:24][CH2:23][NH:22][CH2:21]3)[S:18][CH:19]=2)=[CH:11][CH:10]=1.[F:26][C:27]([F:43])([F:42])[C:28]1[O:32][N:31]=[C:30]([C:33]2[CH:34]=[C:35]([CH:39]=[CH:40][CH:41]=2)[C:36](O)=[O:37])[N:29]=1>>[F:8][C:9]1[CH:14]=[CH:13][C:12]([C:15]2[N:16]=[C:17]([CH:20]3[CH2:25][CH2:24][CH2:23][N:22]([C:36]([C:35]4[CH:39]=[CH:40][CH:41]=[C:33]([C:30]5[N:29]=[C:28]([C:27]([F:42])([F:26])[F:43])[O:32][N:31]=5)[CH:34]=4)=[O:37])[CH2:21]3)[S:18][CH:19]=2)=[CH:11][CH:10]=1 |f:0.1|. Reported procedure: This compound was synthesized from 4-(4-fluorophenyl)-2-(piperidin-3-yl)thiazole TFA salt and 3-(5-(trifluoromethyl)-1,2,4-oxadiazol-3-yl)benzoic acid as described for example 37 step 3 (41 mg, yield 28%). 1H NMR (400 MHz, MeOD) δ 8.20-8.18 (m, 1H), 8.09 (m, 1H), 7.85 (m, 2H), 7.66-7.65 (d, J=4.3 Hz, 2H), 7.59 (m, 1H), 7.10-7.05 (t, J=8.4 Hz, 2H), 3.91 (m, 1H), 3.65 (m, 1H), 3.49-3.39 (m, 2H), 2.36-2.31 (m, 1H), 2.12-2.03 (m, 3H), 1.77-1.74 (m, 1H). MS (ESI) m/z: Calculated for C24H18F4N4O2S: 50... Reactants: NC1=C(C=C(C=C1)Cl)C#CC1=CC=C(C(=O)OC)C=C1 (methyl 4-[2-(2-amino-5-chlorophenyl)ethynyl]benzoate), ClC1=CC=C(C=C1)S(=O)(=O)Cl (4-chlorobenzenesulfonyl chloride). The solvent is C(Cl)Cl (methylene chloride), N1=CC=CC=C1 (pyridine), C(C)(=O)OCC (ethyl acetate). Reaction conditions: time 24 hour. Yields the product ClC1=CC=C(C=C1)S(=O)(=O)NC1=C(C=C(C=C1)Cl)C#CC1=CC=C(C(=O)OC)C=C1 (Methyl 4-[2-[2-(4-chlorophenylsulfonylamino)-5-chlorophenyl]ethynyl]benzoate). Isolated yield 94.5%. Reaction SMILES: [NH2:1][C:2]1[CH:7]=[CH:6][C:5]([Cl:8])=[CH:4][C:3]=1[C:9]#[C:10][C:11]1[CH:20]=[CH:19][C:14]([C:15]([O:17][CH3:18])=[O:16])=[CH:13][CH:12]=1.[Cl:21][C:22]1[CH:27]=[CH:26][C:25]([S:28](Cl)(=[O:30])=[O:29])=[CH:24][CH:23]=1>C(Cl)Cl.N1C=CC=CC=1.C(OCC)(=O)C>[Cl:21][C:22]1[CH:27]=[CH:26][C:25]([S:28]([NH:1][C:2]2[CH:7]=[CH:6][C:5]([Cl:8])=[CH:4][C:3]=2[C:9]#[C:10][C:11]2[CH:12]=[CH:13][C:14]([C:15]([O:17][CH3:18])=[O:16])=[CH:19][CH:20]=2)(=[O:30])=[O:29])=[CH:24][CH:23]=1. Reported procedure: To a solution of methyl 4-[2-(2-amino-5-chlorophenyl)ethynyl]benzoate (136 mg; prepared in Reference Example 16.) in methylene chloride (2 ml), pyridine (77 μl) and 4-chlorobenzenesulfonyl chloride (106 mg) were added at 0° C. under an atmosphere of argon. The mixture was stirred for 24 hours at room temperature. The reaction mixture was diluted with ethyl acetate, washed, dried over and concentrated under the reduced pressure. The residue was purified on silica gel column chromatography (hexane... The reactants are Cl (HCl), [Na] (sodium), C(CS)(=O)OC (methyl thioglycolate), COC(C(=C)Cl)=O (methyl-2-chloroacrylate). Run in CO (methanol), CO (methanol). Conditions: temperature 0 celsius, time 2 hour. Product: OC1=C(SC=C1)C(=O)OC (Methyl 3-hydroxy-2-thiophenecarboxylate). The yield is 65.0%. Reaction SMILES: [Na].[C:2]([O:6][CH3:7])(=[O:5])[CH2:3][SH:4].C[O:9][C:10](=O)[C:11](Cl)=[CH2:12].Cl>CO>[OH:9][C:10]1[CH:11]=[CH:12][S:4][C:3]=1[C:2]([O:6][CH3:7])=[O:5] |^1:0|. Procedure details: To dry methanol (81 mL), under nitrogen, was added sodium metal (3.68 g, 304 mmol). After H2 evolution ceased, the solution was cooled to 0° C. and methyl thioglycolate (10 g, 179 mmol) was added dropwise. A solution of methyl-2-chloroacrylate (10.88 g, 179 mmol) in methanol (21 mL) was then added slowly, resulting in the formation of yellow precipitate. The solution was allowed to warm to ambient temperature and stirred for 2 h. The solvent was removed in vacuo to give a dark yellow solid that ... The reactants are ClC1=CC=C(C=C1)S[Si](C)(C)C (4-chlorophenylthio(trimethyl)silane), BrCCCl (1-bromo-2-chloroethane). The solvent is CN(P(N(C)C)(N(C)C)=O)C (hexamethylphosphoric triamide). Run at temperature 60 celsius, time 10 minute. Product: ClC1=CC=C(C=C1)SCCCl (2-chloroethyl 4-chlorophenyl sulfide). Isolated yield 85.7%. As a reaction SMILES: [Cl:1][C:2]1[CH:7]=[CH:6][C:5]([S:8][Si](C)(C)C)=[CH:4][CH:3]=1.Br[CH2:14][CH2:15][Cl:16]>CN(C)P(=O)(N(C)C)N(C)C>[Cl:1][C:2]1[CH:7]=[CH:6][C:5]([S:8][CH2:14][CH2:15][Cl:16])=[CH:4][CH:3]=1. Reported procedure: A mixture consisting of 12.21 g (56.5 mmoles) of 4-chlorophenylthio(trimethyl)silane, 20 ml of hexamethylphosphoric triamide and 18.7 ml (226 mmoles) of 1-bromo-2-chloroethane was heated at 60° C. and it was established that the conversion was complete after 10 minutes. After treating the reaction mixture as described in Example 3, there were obtained 10.03 g (85.7% yield) of 2-chloroethyl 4-chlorophenyl sulfide boiling at 105°-109° C./1.0 mm Hg and melting at 28°-29° C. The residue of the disti... Reactants: C(OCCl)(OCC(=O)OC(C)(C)C)=O (Chloromethyl tert-butoxycarbonylmethyl carbonate), [I-].[Na+] (sodium iodide). Solvent: C(C)#N (acetonitril). Run at temperature 40 celsius, time 4 hour. Product: C(OCI)(OCC(=O)OC(C)(C)C)=O (Iodomethyl tert-butoxycarbonylmethyl carbonate). As a reaction SMILES: [C:1](=[O:14])([O:5][CH2:6][C:7]([O:9][C:10]([CH3:13])([CH3:12])[CH3:11])=[O:8])[O:2][CH2:3]Cl.[I-:15].[Na+]>C(#N)C>[C:1](=[O:14])([O:5][CH2:6][C:7]([O:9][C:10]([CH3:13])([CH3:12])[CH3:11])=[O:8])[O:2][CH2:3][I:15] |f:1.2|. Reported procedure: Chloromethyl tert-butoxycarbonylmethyl carbonate (6.45 g) was added to a solution of sodium iodide (16.5 g) in acetonitril (65 ml). After stirring at 40° C. for 4 hours the reaction mixture was cooled in ice, filtered and evaporated in vacuo. The residue was taken up in dichloromethane, washed with aqueous sodium bicarbonate and sodium thiosulfate, dried over magnesium sulfate, filtered and evaporated in vacuo. Purification on silica gel with hexane/ethyl acetate (3:1) as eluent gave the title c... Reactants: C1=C(C=CC2=CC=CC=C12)C1=CC2CCC(C1)N2CCN (2-[3-(2-naphthyl)-8-azabicyclo[3.2.1]oct-2-en-8-yl]ethylamine), BrC=1C=C(C=C2C=CC=NC12)OC (8-bromo-6-methoxyquinoline), C(C)(C)(C)P(C1=C(C=CC=C1)C1=CC=CC=C1)C(C)(C)C (2-(di-t-butylphosphino)biphenyl), C1(=CC=CC=C1)C (PhMe). The reagents and catalysts are C=1C=CC(=CC1)/C=C/C(=O)/C=C/C2=CC=CC=C2.C=1C=CC(=CC1)/C=C/C(=O)/C=C/C2=CC=CC=C2.C=1C=CC(=CC1)/C=C/C(=O)/C=C/C2=CC=CC=C2.[Pd].[Pd] (Pd2(dba)3). The solvent is O (H2O). Run at temperature 23 celsius, time 16 hour. The product is COC=1C=C2C=CC=NC2=C(C1)NCCN1C2C=C(CC1CC2)C2=CC1=CC=CC=C1C=C2 (6-Methoxy-N-{2-[3-(2-naphthyl)-8-azabicyclo[3.2.1]oct-2-en-8-yl]ethyl}-8-quinolinamine). Isolated yield 23.0%. Reaction SMILES: [CH:1]1[C:10]2[C:5](=[CH:6][CH:7]=[CH:8][CH:9]=2)[CH:4]=[CH:3][C:2]=1[C:11]1[CH2:17][CH:16]2[N:18]([CH2:19][CH2:20][NH2:21])[CH:13]([CH2:14][CH2:15]2)[CH:12]=1.Br[C:23]1[CH:24]=[C:25]([O:33][CH3:34])[CH:26]=[C:27]2[C:32]=1[N:31]=[CH:30][CH:29]=[CH:28]2.C(P(C(C)(C)C)C1C=CC=CC=1C1C=CC=CC=1)(C)(C)C.C1(C)C=CC=CC=1>C1C=CC(/C=C/C(/C=C/C2C=CC=CC=2)=O)=CC=1.C1C=CC(/C=C/C(/C=C/C2C=CC=CC=2)=O)=CC=1.C1C=CC(/C=C/C(/C=C/C2C=CC=CC=2)=O)=CC=1.[Pd].[Pd].O>[CH3:34][O:33][C:25]1[CH:26]=[C:27]2[C:32](=[C:23]([NH:21][CH2:20][CH2:19][N:18]3[CH:16]4[CH2:15][CH2:14][CH:13]3[CH:12]=[C:11]([C:2]3[CH:3]=[CH:4][C:5]5[C:10](=[CH:9][CH:8]=[CH:7][CH:6]=5)[CH:1]=3)[CH2:17]4)[CH:24]=1)[N:31]=[CH:30][CH:29]=[CH:28]2 |f:4.5.6.7.8|. Reported procedure: A mixture of 0.17 g, (0.61 mmol) 2-[3-(2-naphthyl)-8-azabicyclo[3.2.1]oct-2-en-8-yl]ethylamine, 0.13 g (0.55 mmol) 8-bromo-6-methoxyquinoline, 30 mg (0.03 mmol) Pd2(dba)3, 20 mg (0.08 mmol) 2-(di-t-butylphosphino)biphenyl and 10 mL PhMe is stirred at 23° C. for 16 h. The reaction mixture is poured into 100 mL of H2O and extracted 3×50 mL EtOAc. The combined organics are washed with 1×100 mL H2O, 1×100 mL brine, dried over MgSO4, filtered, and the volatiles are evaporated. The crude product is su...